From a dataset of the Open Reaction Database (ORD), a public repository of structured organic reaction records. describe an organic reaction: reactants, conditions, products, and yield Starting materials: CC1=CC=C(C=C1)C(C)=O (1-(4-Methylphenyl)ethanone), Cl (hydrochloric acid), C(C)(C)C1=C(C(=CC(=C1)C(C)C)C(C)C)S(=O)(=O)NN (2,4,6-triisopropyl benzenesulphonylhydrazine). Run in CO (methanol). The product is C(C)(C)C1=C(C(=CC(=C1)C(C)C)C(C)C)S(=O)(=O)NN=C(C)C1=CC=C(C=C1)C (1-(4-methylphenyl)ethanone 2,4,6-triisopropylbenzenesulphonylhydrazone). Isolated yield 86.4%. RXN SMILES: [CH3:1][C:2]1[CH:7]=[CH:6][C:5]([C:8](=O)[CH3:9])=[CH:4][CH:3]=1.Cl.[CH:12]([C:15]1[CH:20]=[C:19]([CH:21]([CH3:23])[CH3:22])[CH:18]=[C:17]([CH:24]([CH3:26])[CH3:25])[C:16]=1[S:27]([NH:30][NH2:31])(=[O:29])=[O:28])([CH3:14])[CH3:13]>CO>[CH:24]([C:17]1[CH:18]=[C:19]([CH:21]([CH3:23])[CH3:22])[CH:20]=[C:15]([CH:12]([CH3:13])[CH3:14])[C:16]=1[S:27]([NH:30][N:31]=[C:8]([C:5]1[CH:6]=[CH:7][C:2]([CH3:1])=[CH:3][CH:4]=1)[CH3:9])(=[O:28])=[O:29])([CH3:25])[CH3:26]. Reported procedure: 1-(4-Methylphenyl)ethanone (2.28 g) and concentrated hydrochloric acid (1 ml) were added to a stirred solution of 2,4,6-triisopropyl benzenesulphonylhydrazine (5 g) in methanol (20 ml). The resulting mixture was stirred until a dense white precipitate formed. The precipitate was removed by filtration and washed with cold methanol to yield 1-(4-methylphenyl)ethanone 2,4,6-triisopropylbenzenesulphonylhydrazone (6 g) as a fine white crystalline solid. The reactants are OC1=CC=C(C=C1)C(C)(C)C1=CC=C(C=C1)O (bisphenol A), C(C)(C)O (isopropanol), solution, C[O-].[Na+] (sodium methanolate), C(C#C)Cl (propargyl chloride). Reagents/catalysts: [Fe](Cl)(Cl)Cl (iron-(III) chloride). Solvent: CO (methanol). Product: C(C#C)OC1=CC=C(C=C1)C(C)(C)C1=CC=C(C=C1)OCC#C (2,2-bis-(4-propargyloxyphenyl)-propane). As a reaction SMILES: [OH:1][C:2]1[CH:7]=[CH:6][C:5]([C:8]([C:11]2[CH:16]=[CH:15][C:14]([OH:17])=[CH:13][CH:12]=2)([CH3:10])[CH3:9])=[CH:4][CH:3]=1.[CH:18](O)([CH3:20])[CH3:19].C[O-].[Na+].[CH2:25](Cl)[C:26]#[CH:27]>CO.[Fe](Cl)(Cl)Cl>[CH2:19]([O:1][C:2]1[CH:3]=[CH:4][C:5]([C:8]([C:11]2[CH:12]=[CH:13][C:14]([O:17][CH2:27][C:26]#[CH:25])=[CH:15][CH:16]=2)([CH3:10])[CH3:9])=[CH:6][CH:7]=1)[C:18]#[CH:20] |f:2.3|. Procedure details: 228 g bisphenol A, 300 ml isopropanol, 360 g of a 30% solution of sodium methanolate in methanol, 0.05 g iron-(III) chloride and 200 g propargyl chloride are mixed. An exothermic reaction takes place, most of the product having been formed (TLC verification) by the time the reaction is over (approx. 15 minutes). The reaction mixture is left to react for 4 hours and is then filtered and concentrated. 275 g of the product (characterized by NMR spectroscopy) are obtained.